From a dataset of the Open Reaction Database (ORD), a public repository of structured organic reaction records. describe an organic reaction: reactants, conditions, products, and yield The reactants are C1(=CC=C(C=C1)/C=C/C(C)=O)C1=CC=CC=C1 ((E)-4-(4-biphenylyl)-3-butene-2-one), [Al].CC([O-])C (aluminum isopropoxide), C(C)(C)O (isopropanol). Conditions: time 5 hour. The product is C1(=CC=C(C=C1)/C=C/C(C)O)C1=CC=CC=C1 ((E)-4-(4-Biphenylyl)-3-butene-2-ol). RXN SMILES: [C:1]1([C:12]2[CH:17]=[CH:16][CH:15]=[CH:14][CH:13]=2)[CH:6]=[CH:5][C:4](/[CH:7]=[CH:8]/[C:9](=[O:11])[CH3:10])=[CH:3][CH:2]=1.[Al].CC(C)[O-].C(O)(C)C>>[C:1]1([C:12]2[CH:13]=[CH:14][CH:15]=[CH:16][CH:17]=2)[CH:2]=[CH:3][C:4](/[CH:7]=[CH:8]/[CH:9]([OH:11])[CH3:10])=[CH:5][CH:6]=1 |f:1.2|. Procedure: 13.0 Gm (0.0585 mol) of (E)-4-(4-biphenylyl)-3-butene-2-one were gently refluxed with 12.5 gm (0.0612 mol) of aluminum-isopropoxide and 190 ml (2.48 mol) of isopropanol in a dry distillation apparatus with a 60-cm-Vigreux-column, in such a way that only about 5 drops were distilled off per minute. After about 5 hours no acetone was found to be present in the distillate (by use of hydrochloric 2,4-dinitrophenyl-hydrazine-solution). In the reaction mixture, columnchromatography showed no starting ...